This data is from the Open Reaction Database (ORD), a public repository of structured organic reaction records. The task is: describe an organic reaction: reactants, conditions, products, and yield The reactants are COC(=O)CCCCCCCCBr, CC#N, c1ccc(P(c2ccccc2)c2ccccc2)cc1. The product is [Br-], COC(=O)CCCCCCCC[PH](c1ccccc1)(c1ccccc1)c1ccccc1. As a reaction SMILES: [CH3:1][O:2][C:3]([CH2:4][CH2:5][CH2:6][CH2:7][CH2:8][CH2:9][CH2:10][CH2:11][Br:12])=[O:13].[CH3:33][C:34]#[N:35].[c:14]1([P:20]([c:21]2[cH:22][cH:23][cH:24][cH:25][cH:26]2)[c:27]2[cH:28][cH:29][cH:30][cH:31][cH:32]2)[cH:15][cH:16][cH:17][cH:18][cH:19]1>>[Br-:12].[CH3:1][O:2][C:3]([CH2:4][CH2:5][CH2:6][CH2:7][CH2:8][CH2:9][CH2:10][CH2:11][PH:20]([c:14]1[cH:15][cH:16][cH:17][cH:18][cH:19]1)([c:21]1[cH:22][cH:23][cH:24][cH:25][cH:26]1)[c:27]1[cH:28][cH:29][cH:30][cH:31][cH:32]1)=[O:13]. Reactants: ClCCCCBr, O=C([O-])[O-], CCCCOc1nc(N)c2nc(OC)[nH]c2n1, O=C(O)C(F)(F)F, [K+], [K+], CN(C)C=O. Product: CCCCOc1nc(N)c2nc(OC)n(CCCCCl)c2n1. Reaction SMILES: [Br:31][CH2:32][CH2:33][CH2:34][CH2:35][Cl:36].[C:25](=[O:26])([O-:27])[O-:28].[CH2:8]([CH2:9][CH2:10][CH3:11])[O:12][c:13]1[n:14][c:15]([NH2:24])[c:16]2[n:17][c:18]([O:22][CH3:23])[nH:19][c:20]2[n:21]1.[F:1][C:2]([F:3])([F:4])[C:5]([OH:6])=[O:7].[K+:29].[K+:30].[O:37]=[CH:38][N:39]([CH3:40])[CH3:41]>>[CH2:8]([CH2:9][CH2:10][CH3:11])[O:12][c:13]1[n:14][c:15]([NH2:24])[c:16]2[n:17][c:18]([O:22][CH3:23])[n:19]([CH2:32][CH2:33][CH2:34][CH2:35][Cl:36])[c:20]2[n:21]1. Starting materials: C1(CCCC1)N1CCN(CC1)C(=O)C=1C=C2C=C(NC2=CC1)C(=O)O (5-(4-cyclopentyl-piperazine-1-carbonyl)-1H-indole-2-carboxylic acid), Cl (hydrochloride), F[B-](F)(F)F.N1(N=NC2=C1C=CC=C2)OC(=[N+](C)C)N(C)C (O-(benzotriazol-1-yl)-N,N,N′,N′-tetramethyluronium tetrafluoroborate), FC(C1CCNCC1)(F)F (4-trifluoromethylpiperidine), C(C)(C)N(C(C)C)CC (N,N-diisopropylethylamine). The solvent is CN(C=O)C (N,N-dimethylformamide). Product: C1(CCCC1)N1CCN(CC1)C(=O)C=1C=C2C=C(NC2=CC1)C(=O)N1CCC(CC1)C(F)(F)F ([5-(4-Cyclopentyl-piperazine-1-carbonyl)-1H-indol-2-yl]-(4-trifluoromethyl-piperidin-1-yl)-methanone). As a reaction SMILES: [CH:1]1([N:6]2[CH2:11][CH2:10][N:9]([C:12]([C:14]3[CH:15]=[C:16]4[C:20](=[CH:21][CH:22]=3)[NH:19][C:18]([C:23]([OH:25])=O)=[CH:17]4)=[O:13])[CH2:8][CH2:7]2)[CH2:5][CH2:4][CH2:3][CH2:2]1.Cl.F[B-](F)(F)F.N1(OC(N(C)C)=[N+](C)C)C2C=CC=CC=2N=N1.[F:49][C:50]([F:58])([F:57])[CH:51]1[CH2:56][CH2:55][NH:54][CH2:53][CH2:52]1.C(N(CC)C(C)C)(C)C>CN(C)C=O>[CH:1]1([N:6]2[CH2:7][CH2:8][N:9]([C:12]([C:14]3[CH:15]=[C:16]4[C:20](=[CH:21][CH:22]=3)[NH:19][C:18]([C:23]([N:54]3[CH2:55][CH2:56][CH:51]([C:50]([F:58])([F:57])[F:49])[CH2:52][CH2:53]3)=[O:25])=[CH:17]4)=[O:13])[CH2:10][CH2:11]2)[CH2:5][CH2:4][CH2:3][CH2:2]1 |f:2.3|. Reported procedure: The title compound was synthesized in analogy to example 1, from 5-(4-cyclopentyl-piperazine-1-carbonyl)-1H-indole-2-carboxylic acid 1:1 hydrochloride, O-(benzotriazol-1-yl)-N,N,N′,N′-tetramethyluronium tetrafluoroborate (commercially available), 4-trifluoromethylpiperidine (commercially available) and N,N-diisopropylethylamine in N,N-dimethylformamide to give the desired product after purification by preparative HPLC on reversed phase eluting with a gradient formed from acetonitrile/water/formi... Starting materials: C, CO, O=c1c2c(Cc3ccccc3[N+](=O)[O-])n[nH]c2c2cccnc2n1-c1ccccc1, CN(C)C=O, [Pd]. Product: Nc1ccccc1Cc1n[nH]c2c1c(=O)n(-c1ccccc1)c1ncccc21. Reaction SMILES: [C:39].[CH3:36][OH:37].[N+:1]([O-:2])(=[O:3])[c:4]1[c:5]([CH2:6][c:7]2[n:8][nH:9][c:10]3[c:11]2[c:12](=[O:26])[n:13](-[c:20]2[cH:21][cH:22][cH:23][cH:24][cH:25]2)[c:14]2[n:15][cH:16][cH:17][cH:18][c:19]32)[cH:27][cH:28][cH:29][cH:30]1.[O:31]=[CH:32][N:33]([CH3:34])[CH3:35].[Pd:38]>>[NH2:1][c:4]1[c:5]([CH2:6][c:7]2[n:8][nH:9][c:10]3[c:11]2[c:12](=[O:26])[n:13](-[c:20]2[cH:21][cH:22][cH:23][cH:24][cH:25]2)[c:14]2[n:15][cH:16][cH:17][cH:18][c:19]32)[cH:27][cH:28][cH:29][cH:30]1. The reactants are COc1cc2c(Oc3ccc4[nH]cc(C)c4c3)ncnc2cc1OCC1CO1, NCCCN1CCCC1, CN(C)C=O. Yields the product COc1cc2c(Oc3ccc4[nH]cc(C)c4c3)ncnc2cc1OCC(O)CNCCCN1CCCC1. Reaction SMILES: [CH3:1][O:2][c:3]1[cH:4][c:5]2[c:6]([O:18][c:19]3[cH:20][c:21]4[c:22]([CH3:28])[cH:23][nH:24][c:25]4[cH:26][cH:27]3)[n:7][cH:8][n:9][c:10]2[cH:11][c:12]1[O:13][CH2:14][CH:15]1[O:16][CH2:17]1.[NH2:29][CH2:30][CH2:31][CH2:32][N:33]1[CH2:34][CH2:35][CH2:36][CH2:37]1.[O:38]=[CH:39][N:40]([CH3:41])[CH3:42]>>[CH3:1][O:2][c:3]1[cH:4][c:5]2[c:6]([O:18][c:19]3[cH:20][c:21]4[c:22]([CH3:28])[cH:23][nH:24][c:25]4[cH:26][cH:27]3)[n:7][cH:8][n:9][c:10]2[cH:11][c:12]1[O:13][CH2:14][CH:15]([OH:16])[CH2:17][NH:29][CH2:30][CH2:31][CH2:32][N:33]1[CH2:34][CH2:35][CH2:36][CH2:37]1. Starting materials: O (water), COC1=C(C(=C(C(=O)Cl)OC)OC)C=CC=C1 (trimethoxycinnamoyl chloride), O=P(Cl)(Cl)Cl (POCl3), C(CCCCCCCCCCCCCCCCCCC)O (1-eicosanol). Run in N1=CC=CC=C1 (pyridine). Conditions: time 8 hour. The product is COC1=C(C(=C(C(=O)OCCCCCCCCCCCCCCCCCCCC)OC)OC)C=CC=C1 (eicosyl trimethoxycinnamate). Yield: 83.3%. RXN SMILES: [CH2:1]([OH:21])[CH2:2][CH2:3][CH2:4][CH2:5][CH2:6][CH2:7][CH2:8][CH2:9][CH2:10][CH2:11][CH2:12][CH2:13][CH2:14][CH2:15][CH2:16][CH2:17][CH2:18][CH2:19][CH3:20].[CH3:22][O:23][C:24]1[CH:38]=[CH:37][CH:36]=[CH:35][C:25]=1[C:26]([O:33][CH3:34])=[C:27]([O:31][CH3:32])[C:28](Cl)=[O:29].O=P(Cl)(Cl)Cl.O>N1C=CC=CC=1>[CH3:22][O:23][C:24]1[CH:38]=[CH:37][CH:36]=[CH:35][C:25]=1[C:26]([O:33][CH3:34])=[C:27]([O:31][CH3:32])[C:28]([O:21][CH2:1][CH2:2][CH2:3][CH2:4][CH2:5][CH2:6][CH2:7][CH2:8][CH2:9][CH2:10][CH2:11][CH2:12][CH2:13][CH2:14][CH2:15][CH2:16][CH2:17][CH2:18][CH2:19][CH3:20])=[O:29]. Procedure details: 2.9 g of 1-eicosanol dissolved in 50 ml of anhydrous pyridine are placed in a 100 ml flask equipped with a stirrer, a thermometer and a dehydrating valve. To this solution there are added 2.5 g of trimethoxycinnamoyl chloride and 0.01 ml of POCl3. The reaction mixture is left alone at room temperature overnight and is then poured into 200 ml of water. After filtration, the precipitate formed is crystallized from 30 ml of methanol. After drying, 4.2 g of eicosyl trimethoxycinnamate having the fol...